This data is from the Open Reaction Database (ORD), a public repository of structured organic reaction records. The task is: describe an organic reaction: reactants, conditions, products, and yield Starting materials: COC=1C=C(CCNC)C=CC1OC (3,4-dimethoxy-N-methylphenethylamine), C(=C)S(=O)(=O)F (ethenesulfonyl fluoride). The solvent is CN(C)C=O (DMF). The product is FS(=O)(=O)CCN(C)CCC1=CC(=C(C=C1)OC)OC (N-[2-(Fluorosulfonyl)ethyl]-3,4-dimethoxy-N-methylphenethylamine). Isolated yield 3.1%. RXN SMILES: [CH3:1][O:2][C:3]1[CH:4]=[C:5]([CH:10]=[CH:11][C:12]=1[O:13][CH3:14])[CH2:6][CH2:7][NH:8][CH3:9].[CH:15]([S:17]([F:20])(=[O:19])=[O:18])=[CH2:16]>CN(C=O)C>[F:20][S:17]([CH2:15][CH2:16][N:8]([CH2:7][CH2:6][C:5]1[CH:10]=[CH:11][C:12]([O:13][CH3:14])=[C:3]([O:2][CH3:1])[CH:4]=1)[CH3:9])(=[O:19])=[O:18]. Procedure: The reaction between 3,4-dimethoxy-N-methylphenethylamine (15 mmol) and ethenesulfonyl fluoride (1.65 mL, 19 mmol) was carried out in DMF (30 mL) at ambient temperature for 3 hours as described in Example 16. There was obtained an orange liquid which was crystallized from ether/methanol to afford the title compound as a yellow solid (0.14 g, 11% yield), mp 200°-204° C. The reactants are F[B-](F)(F)F, COc1cc(Br)cn2ncc(C#N)c12, CC(C)(C)[PH+](C(C)(C)C)C(C)(C)C, Cn1cc(B2OC(C)(C)C(C)(C)O2)cn1, CCOC(C)=O, [F-], [K+], CN(C)C=O, O=C(C=Cc1ccccc1)C=Cc1ccccc1, O=C(C=Cc1ccccc1)C=Cc1ccccc1, O=C(C=Cc1ccccc1)C=Cc1ccccc1, [Pd], [Pd]. The product is COc1cc(-c2cnn(C)c2)cn2ncc(C#N)c12. As a reaction SMILES: [B-:30]([F:31])([F:32])([F:33])[F:34].[Br:1][c:2]1[cH:3][c:4]([O:13][CH3:14])[c:5]2[n:6]([cH:7]1)[n:8][cH:9][c:10]2[C:11]#[N:12].[C:35]([PH+:36]([C:37]([CH3:38])([CH3:39])[CH3:40])[C:41]([CH3:42])([CH3:43])[CH3:44])([CH3:45])([CH3:46])[CH3:47].[CH3:15][n:16]1[n:17][cH:18][c:19]([B:21]2[O:22][C:23]([CH3:24])([CH3:25])[C:26]([CH3:27])([CH3:28])[O:29]2)[cH:20]1.[CH3:55][CH2:56][O:57][C:58](=[O:59])[CH3:60].[F-:48].[K+:49].[O:50]=[CH:51][N:52]([CH3:53])[CH3:54].[O:63]=[C:64]([CH:65]=[CH:66][c:67]1[cH:68][cH:69][cH:70][cH:71][cH:72]1)[CH:73]=[CH:74][c:75]1[cH:76][cH:77][cH:78][cH:79][cH:80]1.[O:81]=[C:82]([CH:83]=[CH:84][c:85]1[cH:86][cH:87][cH:88][cH:89][cH:90]1)[CH:91]=[CH:92][c:93]1[cH:94][cH:95][cH:96][cH:97][cH:98]1.[O:99]=[C:100]([CH:101]=[CH:102][c:103]1[cH:104][cH:105][cH:106][cH:107][cH:108]1)[CH:109]=[CH:110][c:111]1[cH:112][cH:113][cH:114][cH:115][cH:116]1.[Pd:61].[Pd:62]>>[c:2]1(-[c:19]2[cH:18][n:17][n:16]([CH3:15])[cH:20]2)[cH:3][c:4]([O:13][CH3:14])[c:5]2[n:6]([cH:7]1)[n:8][cH:9][c:10]2[C:11]#[N:12]. Starting materials: O1COC2=C1C=CC(=C2)NC2=C(C(=O)OC(C)(C)C)C=CC(=C2)CCC2=CC=CC=C2 (tert-butyl 2-((benzo-1,3-dioxol-5-yl)amino)-4-phenethylbenzoate). Run in FC(C(=O)O)(F)F (Trifluoroacetic acid). Run at time 2 hour. Yields the product O1COC2=C1C=CC(=C2)NC2=C(C(=O)O)C=CC(=C2)CCC2=CC=CC=C2 (2-((benzo-1,3-dioxol-5-yl)amino)-4-phenethylbenzoic acid). RXN SMILES: [O:1]1[C:5]2[CH:6]=[CH:7][C:8]([NH:10][C:11]3[CH:23]=[C:22]([CH2:24][CH2:25][C:26]4[CH:31]=[CH:30][CH:29]=[CH:28][CH:27]=4)[CH:21]=[CH:20][C:12]=3[C:13]([O:15]C(C)(C)C)=[O:14])=[CH:9][C:4]=2[O:3][CH2:2]1>FC(F)(F)C(O)=O>[O:1]1[C:5]2[CH:6]=[CH:7][C:8]([NH:10][C:11]3[CH:23]=[C:22]([CH2:24][CH2:25][C:26]4[CH:27]=[CH:28][CH:29]=[CH:30][CH:31]=4)[CH:21]=[CH:20][C:12]=3[C:13]([OH:15])=[O:14])=[CH:9][C:4]=2[O:3][CH2:2]1. Reported procedure: To toluene 3.0 mL solution of tert-butyl 2-amino-4-phenethylbenzoate 0.10 g were added 1-iodo-3,4-methylenedioxybenzene 0.14 g,cesium carbonate 0.22 g, tris(dibenzylideneacetone)dipalladium(0) 3 mg and 2-dicyclohexylphosphino-2′,4′,6′-triisopropylbiphenyl 8 mg,and it was stirred at 110° C. for 24 hours. After the reaction mixture was cooled to room temperature, tris(dibenzylideneacetone)dipalladium(0) 3 mg and 2-dicyclohexylphosphino-2′,4′,6′-triisopropylbiphenyl 8 mg were added to it, and it wa...